This data is from the Open Reaction Database (ORD), a public repository of structured organic reaction records. The task is: describe an organic reaction: reactants, conditions, products, and yield Reactants: COC1=CC=C(C=NC2=CC=C(C=C2)S(N)(=O)=O)C=C1 (N-(4-methoxybenzylidene)-4-sulfamoylaniline), C[Si](C)(C)C#N (trimethylsilyl cyanide). Product: COC1=CC=C(C=C1)C(C#N)NC1=CC=C(C=C1)S(N)(=O)=O (α-(4-Methoxyphenyl)-α-(4-sulfamoylanilino)acetonitrile), powder. Yield: 98.0%. As a reaction SMILES: [CH3:1][O:2][C:3]1[CH:20]=[CH:19][C:6]([CH:7]=[N:8][C:9]2[CH:14]=[CH:13][C:12]([S:15](=[O:18])(=[O:17])[NH2:16])=[CH:11][CH:10]=2)=[CH:5][CH:4]=1.C[Si]([C:25]#[N:26])(C)C>>[CH3:1][O:2][C:3]1[CH:4]=[CH:5][C:6]([CH:7]([NH:8][C:9]2[CH:14]=[CH:13][C:12]([S:15](=[O:18])(=[O:17])[NH2:16])=[CH:11][CH:10]=2)[C:25]#[N:26])=[CH:19][CH:20]=1. Procedure: Following a procedure similar to that described in Example 1(ii), but using N-(4-methoxybenzylidene)-4-sulfamoylaniline [prepared as described in step (i) above] and trimethylsilyl cyanide as starting materials, the title compound was obtained as a pale yellow powder (yield 98%). Starting materials: N1C(CC2=CC=CC=C12)=O (2-indolinone), C(C(C)C)(=O)Cl (isobutyrylchloride). Yields the product C(C(C)C)(=O)C=1C=C2CC(NC2=CC1)=O (5-isobutyryl-2-indolinone). As a reaction SMILES: [NH:1]1[C:9]2[C:4](=[CH:5][CH:6]=[CH:7][CH:8]=2)[CH2:3][C:2]1=[O:10].[C:11](Cl)(=[O:15])[CH:12]([CH3:14])[CH3:13]>>[C:11]([C:6]1[CH:5]=[C:4]2[C:9](=[CH:8][CH:7]=1)[NH:1][C:2](=[O:10])[CH2:3]2)(=[O:15])[CH:12]([CH3:14])[CH3:13]. Procedure details: Prepared from 2-indolinone and isobutyrylchloride Starting materials: CCOC(=O)C=Cc1ccc(NC(=O)CCl)c(O)c1, [K+], [K+], O=C([O-])[O-], CN(C)C=O. Yields the product CCOC(=O)C=Cc1ccc2c(c1)OCC(=O)N2. RXN SMILES: [CH2:1]([CH3:2])[O:3][C:4]([CH:5]=[CH:6][c:7]1[cH:8][c:9]([OH:18])[c:10]([NH:13][C:14]([CH2:15][Cl:16])=[O:17])[cH:11][cH:12]1)=[O:19].[K+:20].[K+:21].[O-:22][C:23]([O-:24])=[O:25].[O:26]=[CH:27][N:28]([CH3:29])[CH3:30]>>[CH2:1]([CH3:2])[O:3][C:4]([CH:5]=[CH:6][c:7]1[cH:8][c:9]2[c:10]([cH:11][cH:12]1)[NH:13][C:14](=[O:17])[CH2:15][O:18]2)=[O:19]. The reactants are C1=NC=C(C2=CC=CC=C12)CCCCCCCC(=O)OCC (Ethyl 8-(isoquinolin-4-yl)octanoate), [OH-].[Na+] (sodium hydroxide). The solvent is CO (methanol), O (water). Reaction conditions: time 1 hour. Yields the product C1=NC=C(C2=CC=CC=C12)CCCCCCCC(=O)O (8-(Isoquinolin-4-yl)octanoic acid). The yield is 82.8%. As a reaction SMILES: [CH:1]1[C:10]2[C:5](=[CH:6][CH:7]=[CH:8][CH:9]=2)[C:4]([CH2:11][CH2:12][CH2:13][CH2:14][CH2:15][CH2:16][CH2:17][C:18]([O:20]CC)=[O:19])=[CH:3][N:2]=1.[OH-].[Na+]>CO.O>[CH:1]1[C:10]2[C:5](=[CH:6][CH:7]=[CH:8][CH:9]=2)[C:4]([CH2:11][CH2:12][CH2:13][CH2:14][CH2:15][CH2:16][CH2:17][C:18]([OH:20])=[O:19])=[CH:3][N:2]=1 |f:1.2|. Reported procedure: Ethyl 8-(isoquinolin-4-yl)octanoate (0.8 g) was dissolved in a mixture of methanol (10 ml) and water (5 ml) followed by addition of sodium hydroxide (1 g), and the mixture was stirred at room temperature for 1 hour. The reaction mixture was then concentrated under reduced pressure and the residue was adjusted to pH 5 with 2N-HCl and extracted with ethyl acetate. The organic layer was washed with water, dried, and concentrated under reduced pressure, and the resulting crude crystalline crop was r... Reactants: Cl.ClC1=CN=CC(=N1)N1CCNCC1 (6-chloro-2-(1-piperazinyl)-pyrazine hydrochloride), C([O-])([O-])=O.[K+].[K+] (potassium carbonate), C(C=C)Br (allylbromide), title salt, Cl (hydrogen chloride). Run in C(C)#N (acetonitrile), C(C)O.C(C)(C)O (ethanol isopropanol). Yields the product Cl.ClC1=CN=CC(=N1)N1CCN(CC1)CC=C (6-chloro2-(4-allyl-1-piperazinyl)-pyrazine hydrochloride). RXN SMILES: Cl.[Cl:2][C:3]1[N:8]=[C:7]([N:9]2[CH2:14][CH2:13][NH:12][CH2:11][CH2:10]2)[CH:6]=[N:5][CH:4]=1.C(=O)([O-])[O-].[K+].[K+].[CH2:21](Br)[CH:22]=[CH2:23].Cl>C(#N)C.C(O)C.C(O)(C)C>[ClH:2].[Cl:2][C:3]1[N:8]=[C:7]([N:9]2[CH2:10][CH2:11][N:12]([CH2:23][CH:22]=[CH2:21])[CH2:13][CH2:14]2)[CH:6]=[N:5][CH:4]=1 |f:0.1,2.3.4,8.9,10.11|. Procedure details: A stirred suspension of 6-chloro-2-(1-piperazinyl)-pyrazine hydrochloride (2.35 g, 10.0 mmol) and 2.8 g potassium carbonate in 25 ml of acetonitrile at 50° C. is treated with 0.9 ml (10.4 mmol) allylbromide. After 4 hours at 50° C. the mixture is concentrated under vacuum and the residue partitioned between water and chloroform. The chloroform extract is chromatographed on silica gel. Elution with 1% methanol-chloroform gives fractions containing 0.4 g (15%) title salt, mp 233.5°-234° C. by trea... Starting materials: CC(=O)O (AcOH), CC1=CC=CC(=N1)C=1N=C(C2=C(N1)NC=C2)C=2C=C(C=NC2)C2=CC=C(C=O)C=C2 (4-{5-[2-(6-methyl-pyridin-2-yl)-7H-pyrrolo[2,3-d]pyrimidin-4-yl]-pyridin-3-yl}-benzaldehyde), CC1=CC=CC(=N1)C=1N=C(C2=C(N1)NC=C2)C=2C=C(C=NC2)C2=CC=C(C=O)C=C2 (4-{5-[2-(6-methyl-pyridin-2-yl)-7H-pyrrolo[2,3-d]pyrimidin-4-yl]-pyridin-3-yl}-benzaldehyde), Cl.CN (methylamine hydrochloride), [BH-](OC(=O)C)(OC(=O)C)OC(=O)C.[Na+] (NaBH(OAc)3). Run in C(Cl)Cl (DCM). Run at time 5 minute. Product: CNCC1=CC=C(C=C1)C=1C=NC=C(C1)C=1C2=C(N=C(N1)C1=NC(=CC=C1)C)NC=C2 (Methyl-(4-{5-[2-(6-methyl-pyridin-2-yl)-7H-pyrrolo[2,3-d]pyrimidin-4-yl]-pyridin-3-yl}-benzyl)-amine). As a reaction SMILES: [CH3:1][C:2]1[N:7]=[C:6]([C:8]2[N:9]=[C:10]([C:17]3[CH:18]=[C:19]([C:23]4[CH:30]=[CH:29][C:26]([CH:27]=O)=[CH:25][CH:24]=4)[CH:20]=[N:21][CH:22]=3)[C:11]3[CH:16]=[CH:15][NH:14][C:12]=3[N:13]=2)[CH:5]=[CH:4][CH:3]=1.Cl.[CH3:32][NH2:33].CC(O)=O.[BH-](OC(C)=O)(OC(C)=O)OC(C)=O.[Na+]>C(Cl)Cl>[CH3:32][NH:33][CH2:27][C:26]1[CH:29]=[CH:30][C:23]([C:19]2[CH:20]=[N:21][CH:22]=[C:17]([C:10]3[C:11]4[CH:16]=[CH:15][NH:14][C:12]=4[N:13]=[C:8]([C:6]4[CH:5]=[CH:4][CH:3]=[C:2]([CH3:1])[N:7]=4)[N:9]=3)[CH:18]=2)=[CH:24][CH:25]=1 |f:1.2,4.5|. Reported procedure: To a suspension of 4-{5-[2-(6-methyl-pyridin-2-yl)-7H-pyrrolo[2,3-d]pyrimidin-4-yl]-pyridin-3-yl}-benzaldehyde (Intermediate 58) (1 eq, 0.243 mmol, 100 mg) and methylamine hydrochloride (Sigma-Aldrich, St. Louis, USA) (1 eq, 0.243 mmol, 16.7 mg) in DCM (1 ml) is added AcOH (1.1 eq, 0.267 mmol, 15.3 ul). The solution is stirred for 5 min, then NaBH(OAc)3 (1.05 eq, 0.255 mmol, 57 mg) is added. After stirring the resulting mixture at r.t. for 1.5 h the solvents are removed in vacuo. The residue is ... The reactants are C=O (formaldehyde), FF (Fluorine), C(O)([O-])=O.[K+] (potassium hydrogencarbonate), alkali metal hydrogencarbonate, C=O (formaldehyde), O1COCOC1 (1,3,5-trioxane), FC(C(=O)[O-])C(=O)[O-] (fluoromalonate), C=O (formaldehyde), FC(C(=O)OC)C(=O)OC (dimethyl α-fluoromalonate), FC(C(=O)OC)C(=O)OC (Dimethyl α-fluoromalonate), C1N2CN3CN1CN(C2)C3 (hexamethylenetetramine), C=O (paraformaldehyde), C(O)([O-])=O.[Na+] (sodium hydrogencarbonate), C=O (formaldehyde), C=O (formaldehyde). The product is dimethyl ester, OCC(C(=O)O)(C(=O)O)F (α-hydroxymethyl-α-fluoromalonic acid). As a reaction SMILES: [F:1][CH:2]([C:7]([O:9]C)=[O:8])[C:3]([O:5]C)=[O:4].C=O.FF.FC(C([O-])=O)[C:17]([O-])=[O:18].C1N2CN3CN(C2)CN1C3.O1COCOC1.C(=O)([O-])O.[K+].C(=O)([O-])O.[Na+]>>[OH:18][CH2:17][C:2]([F:1])([C:7]([OH:9])=[O:8])[C:3]([OH:5])=[O:4] |f:6.7,8.9|. Procedure: In the first process step, dimethyl α-fluoromalonate is subjected to a hydroxymethylation with formaldehyde. (Dimethyl α-fluoromalonate is a known compound; see Journal of Fluorine Chemistry 25 (1984), 203-212.) The formaldehyde is preferably used in the form of an aqueous solution which has a formaldehyde content of 30 to 40 percent by weight. The formaldehyde is used in an amount of 1 to 10 moles, preferably 1.1 to 3 moles (based on 1 mole of dimethyl o,-fluoromalonate). Instead of formaldehyd... The solvent is O1CCCC1 (tetrahydrofuran), O1CCCC1 (tetrahydrofuran), CCOCC (ether). Procedure: To a stirred mixture of 18.85 g (59.2 mmol) 1-(4-[5-(4-fluoro-phenyl)-4-hydroxymethyl-oxazol-2-yl]-piperidin-1-yl)-ethanone, prepared as in Part C, and 11.5 g (66.0 mmol) methanesulfonic anhydride in 300 ml anhydrous tetrahydrofuran, 13.06 ml (75 mmol) N,N-diisopropylethylamine is added at 10° C. over 20 minutes. The mixture is allowed to warm to 20° C. and stirred for 90 minutes at 20° C. When the mesylate formation is complete as monitored by 1H-NMR, 15 g (100 mmol) of solid sodium lodide is a... Reaction SMILES: [F:1][C:2]1[CH:7]=[CH:6][C:5]([C:8]2[O:12][C:11]([CH:13]3[CH2:18][CH2:17][N:16]([C:19](=[O:21])[CH3:20])[CH2:15][CH2:14]3)=[N:10][C:9]=2[CH2:22][OH:23])=[CH:4][CH:3]=1.CS(OS(C)(=O)=O)(=O)=O.C(N(CC)C(C)C)(C)C.S([O-])(=O)(=O)C.[Na].[I-].[F:49][C:50]([F:54])([F:53])[CH2:51][O-].[Na+].FC(F)(F)CO.[H-].[Na+]>O1CCCC1.CCOCC>[F:1][C:2]1[CH:7]=[CH:6][C:5]([C:8]2[O:12][C:11]([CH:13]3[CH2:18][CH2:17][N:16]([C:19](=[O:21])[CH3:20])[CH2:15][CH2:14]3)=[N:10][C:9]=2[CH2:22][O:23][CH2:51][C:50]([F:54])([F:53])[F:49])=[CH:4][CH:3]=1 |f:6.7,9.10,^1:46|. Product: FC1=CC=C(C=C1)C1=C(N=C(O1)C1CCN(CC1)C(C)=O)COCC(F)(F)F (1-(4-[5-(4-fluoro-phenyl)-4-(2,2,2- trifluoro-ethoxymethyl)-oxazol-2-yl]-piperidin-1-yl)-ethanone). Conditions: temperature 20 celsius, time 90 minute. The reactants are FC(CO)(F)F (2,2,2-trifluoroethanol), S(C)(=O)(=O)[O-] (mesylate), solid, [I-] (iodide), [H-].[Na+] (sodium hydride), FC(C[O-])(F)F.[Na+] (sodium 2,2,2-trifluoroethoxide), S(C)(=O)(=O)[O-] (mesylate), FC1=CC=C(C=C1)C1=C(N=C(O1)C1CCN(CC1)C(C)=O)CO (1-(4-[5-(4-fluoro-phenyl)-4-hydroxymethyl-oxazol-2-yl]-piperidin-1-yl)-ethanone), CS(=O)(=O)OS(=O)(=O)C (methanesulfonic anhydride), C(C)(C)N(C(C)C)CC (N,N-diisopropylethylamine), [Na] (sodium). The reactants are C(C)S(=O)(=O)N (ethanesulfonamide), [H-].[Na+] (NaH), Cl (HCl), ClC1=CC=C2C(=C1)NC([C@]21[C@@H](NC(C[C@@H]1C1=C(C=CC(=C1)Cl)OC(C)(C)C(=O)O)=O)C1=C(C=CC(=C1)F)C)=O ((2′S,3S,4′R)-6-chloro-4′-[5-chloro-2-(1-hydroxycarbonyl-1-methyl-ethoxy)-phenyl]-2′-(5-fluoro-2-methyl-phenyl)spiro[3H-indole-3,3′-piperidine]-2,6′(1H)-dione), C1=CN(C=N1)C(=O)N2C=CN=C2 (CDI). Run in CN(C)C=O (DMF), O (water), CN(C)C=O (DMF). Reaction conditions: time 2 hour. Yields the product ClC=1C=CC(=C(C1)[C@@H]1[C@]2([C@@H](NC(C1)=O)C1=C(C=CC(=C1)F)C)C(NC1=CC(=CC=C12)Cl)=O)OC(C(=O)NS(=O)(=O)CC)(C)C ((2′S,3S,4′R)-4′-[5-chloro-2-(2-ethanesulfonylamino-1,1-dimethyl-2-oxo-ethoxy)-phenyl]-6-chloro-2′-(5-fluoro-2-methyl-phenyl)spiro[3H-indole-3,3′-piperidine]-2,6′(1H)-dione). The yield is 15.1%. Reaction SMILES: [Cl:1][C:2]1[CH:7]=[C:6]2[NH:8][C:9](=[O:39])[C@@:10]3([C@@H:15]([C:16]4[CH:21]=[C:20]([Cl:22])[CH:19]=[CH:18][C:17]=4[O:23][C:24]([C:27]([OH:29])=O)([CH3:26])[CH3:25])[CH2:14][C:13](=[O:30])[NH:12][C@H:11]3[C:31]3[CH:36]=[C:35]([F:37])[CH:34]=[CH:33][C:32]=3[CH3:38])[C:5]2=[CH:4][CH:3]=1.C1N=CN(C(N2C=NC=C2)=O)C=1.[CH2:52]([S:54]([NH2:57])(=[O:56])=[O:55])[CH3:53].[H-].[Na+].Cl>CN(C=O)C.O>[Cl:22][C:20]1[CH:19]=[CH:18][C:17]([O:23][C:24]([CH3:25])([CH3:26])[C:27]([NH:57][S:54]([CH2:52][CH3:53])(=[O:56])=[O:55])=[O:29])=[C:16]([C@H:15]2[CH2:14][C:13](=[O:30])[NH:12][C@@H:11]([C:31]3[CH:36]=[C:35]([F:37])[CH:34]=[CH:33][C:32]=3[CH3:38])[C@:10]32[C:5]2[C:6](=[CH:7][C:2]([Cl:1])=[CH:3][CH:4]=2)[NH:8][C:9]3=[O:39])[CH:21]=1 |f:3.4|. Procedure: A solution of chiral (2′S,3S,4′R)-6-chloro-4′-[5-chloro-2-(1-hydroxycarbonyl-1-methyl-ethoxy)-phenyl]-2′-(5-fluoro-2-methyl-phenyl)spiro[3H-indole-3,3′-piperidine]-2,6′(1H)-dione (57 mg, 0.1 mmol) prepared in Example 12a and CDI (32 mg, 0.2 mmol) in DMF (1 mL) was heated at 60° C. for 2 h. Then to this solution was added a mixture of ethanesulfonamide (66 mg, 0.6 mmol) and NaH (24 mg, 60%, 0.6 mmol) in DMF (1 mL), which had been stirred for 2 h at room temperature. After the resulting mixture wa...